This data is from the Open Reaction Database (ORD), a public repository of structured organic reaction records. The task is: describe an organic reaction: reactants, conditions, products, and yield Reactants: CC(=O)O, Cl, Cl[Cu]Cl, O=N[O-], Nc1ccc(Cl)nc1, [Na+], O=S=O, O, O, O. The product is O=S(=O)(Cl)c1ccc(Cl)nc1. RXN SMILES: [CH3:17][C:18](=[O:19])[OH:20].[ClH:16].[Cu:24]([Cl:25])[Cl:26].[N:9]([O-:10])=[O:11].[NH2:1][c:2]1[cH:3][n:4][c:5]([Cl:8])[cH:6][cH:7]1.[Na+:12].[O:13]=[S:14]=[O:15].[OH2:21].[OH2:22].[OH2:23]>>[c:2]1([S:14](=[O:13])(=[O:15])[Cl:16])[cH:3][n:4][c:5]([Cl:8])[cH:6][cH:7]1. The reactants are FC=1C=C(CN)C=CC1 (3-Fluorobenzylamine), N1(CCCC1)CC(C)N1C2=CC=CC=C2SC=2C=CC(=CC12)C(N)=S (10-[(2RS)-1-(1-pyrrolidinyl)-2-propyl]-2-phenothiazinecarbothioamide), S (hydrogen sulphide). The solvent is C(C)O (ethanol). Reaction conditions: temperature 20 celsius, time 20 hour. Product: FC=1C=C(CNC(=S)C2=CC=3N(C4=CC=CC=C4SC3C=C2)C(CN2CCCC2)C)C=CC1 (N-(3-fluorobenzyl)-10-[(2RS)-1-(1-pyrrolidinyl)-2-propyl]-2-phenothiazinecarbothioamide). As a reaction SMILES: [F:1][C:2]1[CH:3]=[C:4]([CH:7]=[CH:8][CH:9]=1)[CH2:5][NH2:6].[N:10]1([CH2:15][CH:16]([N:18]2[C:31]3[CH:30]=[C:29]([C:32](=[S:34])N)[CH:28]=[CH:27][C:26]=3[S:25][C:24]3[C:19]2=[CH:20][CH:21]=[CH:22][CH:23]=3)[CH3:17])[CH2:14][CH2:13][CH2:12][CH2:11]1.S>C(O)C>[F:1][C:2]1[CH:3]=[C:4]([CH:7]=[CH:8][CH:9]=1)[CH2:5][NH:6][C:32]([C:29]1[CH:28]=[CH:27][C:26]2[S:25][C:24]3[C:19](=[CH:20][CH:21]=[CH:22][CH:23]=3)[N:18]([CH:16]([CH3:17])[CH2:15][N:10]3[CH2:14][CH2:13][CH2:12][CH2:11]3)[C:31]=2[CH:30]=1)=[S:34]. Reported procedure: 3-Fluorobenzylamine (2.3 cc) is added to a solution of 10-[(2RS)-1-(1-pyrrolidinyl)-2-propyl]-2-phenothiazinecarbothioamide (3.70 g) in absolute ethanol (50 cc). The mixture is saturated with hydrogen sulphide and brought to 110° C. for 20 hours. After cooling to 20° C., the mixture is concentrated to dryness under reduced pressure (30 mm Hg; 4 kPa) at 40° C. and the residue is purified by chromatography on a column (height: 22 cm; diameter: 4.2 cm) of silica gel (0.04-0.06 mm) with a slight exc... The reactants are ClCCl (dichloromethane), ON1C(C(CC1(C)C)C(N)=O)(C)C (1-hydroxy-3-carbamoyl-2,2,5,5-tetramethylpyrrolidine), C(C)(=O)OC(C)=O (acetic anhydride). The solvent is C(C)N(CC)CC (triethylamine). Yields the product C(C)(=O)ON1C(C(CC1(C)C)C(N)=O)(C)C (1-Acetoxy-3-carbamoyl-2,2,5,5-tetramethylpyrrolidine). Procedure: 20 ml of dichloromethane and 3 ml of triethylamine were added to 0.50 g (2.7 mmol) of 1-hydroxy-3-carbamoyl-2,2,5,5-tetramethylpyrrolidine. 0.38 ml (4.0 mmol) of acetic anhydride was added dropwise to the mixture with stirring and ice-cooling, the mixture was stirred for 3 hours. The reaction mixture was washed with water, 3% diluted hydrochloric acid, water, 5% sodium hydrogencarbonate aqueous solution, and water, in this order. The organic layer was dried over magnesium sulfate, and the solven... The yield is 85.2%. Reaction SMILES: ClCCl.[OH:4][N:5]1[C:9]([CH3:11])([CH3:10])[CH2:8][CH:7]([C:12](=[O:14])[NH2:13])[C:6]1([CH3:16])[CH3:15].[C:17](OC(=O)C)(=[O:19])[CH3:18]>C(N(CC)CC)C>[C:17]([O:4][N:5]1[C:9]([CH3:11])([CH3:10])[CH2:8][CH:7]([C:12](=[O:14])[NH2:13])[C:6]1([CH3:16])[CH3:15])(=[O:19])[CH3:18]. Starting materials: C1(=CC=CC=C1)C1(CNCC1)C1=CC=CC=C1 (3,3-diphenylpyrrolidine), O=C1N(CCC1(C1=CC=CC=C1)C1=CC=CC=C1)CC(=O)O (2-(2-oxo-3,3-diphenylpyrrolidin-1-yl)acetic acid), Cl.C(C)N=C=NCCCN(C)C (N1-((ethylimino)methylene)-N3,N3-dimethylpropane-1,3-diamine hydrochloride). Reagents/catalysts: CN(C1=CC=NC=C1)C (N,N-dimethylpyridin-4-amine). The solvent is ClCCl (dichloromethane). Conditions: time 8 hour. Product: C1(=CC=CC=C1)C1(CN(CC1)C(CN1C(C(CC1)(C1=CC=CC=C1)C1=CC=CC=C1)=O)=O)C1=CC=CC=C1 (1-[2-(3,3-diphenylpyrrolidin-1-yl)-2-oxoethyl]-3,3-diphenylpyrrolidin-2-one). Reaction SMILES: [C:1]1([C:7]2([C:12]3[CH:17]=[CH:16][CH:15]=[CH:14][CH:13]=3)[CH2:11][CH2:10][NH:9][CH2:8]2)[CH:6]=[CH:5][CH:4]=[CH:3][CH:2]=1.[O:18]=[C:19]1[C:23]([C:30]2[CH:35]=[CH:34][CH:33]=[CH:32][CH:31]=2)([C:24]2[CH:29]=[CH:28][CH:27]=[CH:26][CH:25]=2)[CH2:22][CH2:21][N:20]1[CH2:36][C:37](O)=[O:38].Cl.C(N=C=NCCCN(C)C)C>ClCCl.CN(C)C1C=CN=CC=1>[C:1]1([C:7]2([C:12]3[CH:17]=[CH:16][CH:15]=[CH:14][CH:13]=3)[CH2:11][CH2:10][N:9]([C:37](=[O:38])[CH2:36][N:20]3[CH2:21][CH2:22][C:23]([C:24]4[CH:29]=[CH:28][CH:27]=[CH:26][CH:25]=4)([C:30]4[CH:35]=[CH:34][CH:33]=[CH:32][CH:31]=4)[C:19]3=[O:18])[CH2:8]2)[CH:2]=[CH:3][CH:4]=[CH:5][CH:6]=1 |f:2.3|. Procedure details: To a solution of 3,3-diphenylpyrrolidine (Example 17A, 0.22 g, 1.00 mmol) in dichloromethane (20 mL) under nitrogen was added 2-(2-oxo-3,3-diphenylpyrrolidin-1-yl)acetic acid (Example 1C, 0.30 g, 1.00 mmol) followed by N1-((ethylimino)methylene)-N3,N3-dimethylpropane-1,3-diamine hydrochloride (0.38 g, 2.00 mmol) and N,N-dimethylpyridin-4-amine (0.61 mg, 0.005 mmol). The reaction mixture was stirred overnight at room temperature. The reaction was concentrated and the residue was partitioned in et... Starting materials: B.C1CCOC1 (BH3.THF), C1CCOC1 (THF), C1(=CC=C(C=C1)C=1N=C2C(=NC1C1=CC=C(C=C1)C)N(CC=C2)CCCCCCC(=O)OCC)C (Ethyl 7-(2,3-dip-tolylpyrido[2,3-b]pyrazin-5(6H)-yl)heptanoate), OO (H2O2), [OH-].[Na+] (NaOH). Conditions: time 1 hour. Product: OC1CC=2C(=NC(=C(N2)C2=CC=C(C=C2)C)C2=CC=C(C=C2)C)N(C1)CCCCCCC(=O)OCC (rac-Ethyl 7-(7-hydroxy-2,3-dip-tolyl-7,8-dihydropyrido[2,3-b]pyrazin-5(6H)-yl)heptanoate). Reaction SMILES: B.C1C[O:5]CC1.C1COCC1.[C:12]1([CH3:46])[CH:17]=[CH:16][C:15]([C:18]2[N:19]=[C:20]3[CH:34]=[CH:33][CH2:32][N:31]([CH2:35][CH2:36][CH2:37][CH2:38][CH2:39][CH2:40][C:41]([O:43][CH2:44][CH3:45])=[O:42])[C:21]3=[N:22][C:23]=2[C:24]2[CH:29]=[CH:28][C:27]([CH3:30])=[CH:26][CH:25]=2)=[CH:14][CH:13]=1.OO.[OH-].[Na+]>>[OH:5][CH:33]1[CH2:32][N:31]([CH2:35][CH2:36][CH2:37][CH2:38][CH2:39][CH2:40][C:41]([O:43][CH2:44][CH3:45])=[O:42])[C:21]2=[N:22][C:23]([C:24]3[CH:29]=[CH:28][C:27]([CH3:30])=[CH:26][CH:25]=3)=[C:18]([C:15]3[CH:14]=[CH:13][C:12]([CH3:46])=[CH:17][CH:16]=3)[N:19]=[C:20]2[CH2:34]1 |f:0.1,5.6|. Reported procedure: A solution of 1M BH3.THF in THF (3.66 ml, 3.66 mmol) was added dropwise to Ethyl 7-(2,3-dip-tolylpyrido[2,3-b]pyrazin-5(6H)-yl)heptanoate (step 1) (1.145 g, 2.438 mmol) under an atmosphere of nitrogen. The reaction mixture was stirred at room temperature for 1 hour and then cooled to 0-5° C. using an ice bath. The mixture was treated with 35% H2O2 (1.067 ml, 12.19 mmol) followed by 2M NaOH (6.10 ml, 12.19 mmol). The mixture was allowed to warm to room temperature and stirred overnight under an a... Reactants: OC1=CC=C(C=C1)C=1CCC(NN1)=O (6-(4-hydroxyphenyl)-4,5-dihydro-3(2H)-pyridazinone), C(=O)([O-])[O-].[K+].[K+] (K2CO3), BrCCCC(=O)OCC (ethyl 4-bromobutyrate). The solvent is CN(C)C=O (DMF). Run at temperature 100 celsius. Yields the product C(=O)(OCC)CCCOC1=CC=C(C=C1)C=1CCC(NN1)=O (6-[4-[3-carboethoxy-propyloxy]phenyl]-4,5-dihydro-3(2H)-pyridazinone). Yield: 80.7%. Reaction SMILES: [OH:1][C:2]1[CH:7]=[CH:6][C:5]([C:8]2[CH2:9][CH2:10][C:11](=[O:14])[NH:12][N:13]=2)=[CH:4][CH:3]=1.C([O-])([O-])=O.[K+].[K+].Br[CH2:22][CH2:23][CH2:24][C:25]([O:27][CH2:28][CH3:29])=[O:26]>CN(C=O)C>[C:25]([CH2:24][CH2:23][CH2:22][O:1][C:2]1[CH:7]=[CH:6][C:5]([C:8]2[CH2:9][CH2:10][C:11](=[O:14])[NH:12][N:13]=2)=[CH:4][CH:3]=1)([O:27][CH2:28][CH3:29])=[O:26] |f:1.2.3|. Reported procedure: A mixture of 2.00 g (10.5 mmol) of 6-(4-hydroxyphenyl)-4,5-dihydro-3(2H)-pyridazinone, prepared as described in Example 13, 1.60 g (11.6 mmol) of anhydrous K2CO3 and 2.30 g (11.8 mmol) of ethyl 4-bromobutyrate in 40 ml of DMF is heated at 100° C. for 2 hrs under N2. The DMF is removed under vacuum and the residue taken up in 150 ml of EtOAc and 75 ml of water. The organic phase is washed with 5% aqueous NaOH, then with saturated NaCl, dried (MgSO4), and the solvent removed to leave 2.58 g of 6-[...